Dataset: the Open Reaction Database (ORD), a public repository of structured organic reaction records. Task: describe an organic reaction: reactants, conditions, products, and yield The reactants are C(CCC(=O)[O-])(=O)OCC (monoethyl succinate), CC(N=C=NC(C)C)C (DIC), amino acids. Run in CN(C)C=O (DMF). Product: C1=CC=C2C(=C1)C(=O)C=C(O2)C(=O)O (LP-1). As a reaction SMILES: [C:1]([O:8]CC)(=[O:7])[CH2:2][CH2:3][C:4]([O-:6])=O.CC(C)N=C=N[CH:16]([CH3:18])[CH3:17]>CN(C=O)C>[CH:17]1[CH:16]=[C:18]2[C:4]([CH:3]=[C:2]([C:1]([OH:8])=[O:7])[O:6][C:4]2=[CH:3][CH:2]=1)=[O:6]. Procedure details: LP-1 ctrl was synthesized by following Scheme 1 (FIG. 14). Rink SS resin was deprotected and loaded with monoethyl succinate (5 eq) and DIC (5 eq) in DMF for 2 hrs. The rest of the amino acids were added successively and the final product was purified by following the same methods described above.